This data is from the Open Reaction Database (ORD), a public repository of structured organic reaction records. The task is: describe an organic reaction: reactants, conditions, products, and yield Starting materials: Cn1nc(C(F)(F)F)cc1Oc1cnnc(Oc2cc(C(F)(F)F)nn2C)c1, CN, C1CCOC1. Yields the product CNc1cnnc(Oc2cc(C(F)(F)F)nn2C)c1. RXN SMILES: [CH3:1][n:2]1[n:3][c:4]([C:25]([F:26])([F:27])[F:28])[cH:5][c:6]1[O:7][c:8]1[n:9][n:10][cH:11][c:12]([O:14][c:15]2[n:16]([CH3:17])[n:18][c:19]([C:20]([F:21])([F:22])[F:23])[cH:24]2)[cH:13]1.[CH3:29][NH2:30].[O:31]1[CH2:32][CH2:33][CH2:34][CH2:35]1>>[CH3:1][n:2]1[n:3][c:4]([C:25]([F:26])([F:27])[F:28])[cH:5][c:6]1[O:7][c:8]1[n:9][n:10][cH:11][c:12]([NH:30][CH3:29])[cH:13]1. The reactants are COc1cccc2[nH]nc(N)c12, CS(C)=O, COc1cccc2c1c(N(S(=O)(=O)c1ccc(Cl)s1)S(=O)(=O)c1ccc(Cl)s1)nn2C(=O)OC(C)(C)C, COc1ccc(CCl)cc1OC, [K+], [OH-], O. The product is COc1ccc(Cn2nc(N)c3c(OC)cccc32)cc1OC. Reaction SMILES: [CH3:3][O:4][c:5]1[c:6]2[c:7]([NH2:14])[n:8][nH:9][c:10]2[cH:11][cH:12][cH:13]1.[CH3:64][S:65]([CH3:66])=[O:67].[Cl:15][c:16]1[s:17][c:18]([S:19]([N:20]([S:21]([c:22]2[s:23][c:24]([Cl:25])[cH:26][cH:27]2)(=[O:28])=[O:29])[c:30]2[c:31]3[c:32]([cH:33][cH:34][cH:35][c:36]3[O:37][CH3:38])[n:39]([C:40]([O:41][C:42]([CH3:43])([CH3:44])[CH3:45])=[O:46])[n:47]2)(=[O:48])=[O:49])[cH:50][cH:51]1.[Cl:52][CH2:53][c:54]1[cH:55][c:56]([O:62][CH3:63])[c:57]([O:60][CH3:61])[cH:58][cH:59]1.[K+:2].[OH-:1].[OH2:68]>>[CH3:3][O:4][c:5]1[c:6]2[c:7]([NH2:14])[n:8][n:9]([CH2:53][c:54]3[cH:55][c:56]([O:62][CH3:63])[c:57]([O:60][CH3:61])[cH:58][cH:59]3)[c:10]2[cH:11][cH:12][cH:13]1. Starting materials: O=C([O-])O, CCO, Cl, [Fe], O=C(Nc1cccc([N+](=O)[O-])c1)c1ccc2ccccc2c1, [Na+]. Product: Nc1cccc(NC(=O)c2ccc3ccccc3c2)c1. RXN SMILES: [C:24](=[O:25])([OH:26])[O-:27].[CH3:29][CH2:30][OH:31].[ClH:23].[Fe:32].[N+:1]([O-:2])(=[O:3])[c:4]1[cH:5][c:6]([NH:10][C:11](=[O:12])[c:13]2[cH:14][c:15]3[cH:16][cH:17][cH:18][cH:19][c:20]3[cH:21][cH:22]2)[cH:7][cH:8][cH:9]1.[Na+:28]>>[NH2:1][c:4]1[cH:5][c:6]([NH:10][C:11](=[O:12])[c:13]2[cH:14][c:15]3[cH:16][cH:17][cH:18][cH:19][c:20]3[cH:21][cH:22]2)[cH:7][cH:8][cH:9]1. Reactants: COC1=C(C=CC=C1)CCN (2-(2-Methoxy-phenyl)-ethylamine), C(CC1=CC=CC=C1)N (phenethylamine), CSC1=NC(=NC(N1)=O)C1=CC=NC=C1 (6-Methylsulfanyl-4-pyridin-4-yl-1H-[1,3,5]triazin-2-one). Product: CN1C(N=C(N=C1SC)C1=CC=NC=C1)=O (1-Methyl-6-methylsulfanyl-4-pyridin-4-yl-1H-[1,3,5]triazin-2-one). Reaction SMILES: [CH3:1]OC1C=CC=CC=1CCN.C(N)CC1C=CC=CC=1.[CH3:21][S:22][C:23]1[NH:28][C:27](=[O:29])[N:26]=[C:25]([C:30]2[CH:35]=[CH:34][N:33]=[CH:32][CH:31]=2)[N:24]=1>>[CH3:1][N:28]1[C:23]([S:22][CH3:21])=[N:24][C:25]([C:30]2[CH:35]=[CH:34][N:33]=[CH:32][CH:31]=2)=[N:26][C:27]1=[O:29]. Procedure details: By analogy with the method described in example 1 (step 1.2), using 2-(2-Methoxy-phenyl)-ethylamine (commercially available) in place of phenethylamine and 6-Methylsulfanyl-4-pyridin-4-yl-1H-[1,3,5]triazin-2-one (synthesis as described in U.S. Pat. No. 4,406,897) in place of 1-Methyl-6-methylsulfanyl-4-pyridin-4-yl-1H-[1,3,5]triazin-2-one, to afford the product which was transformed into the hyrdochloride salt in the usual manner to give 0.11 g (51%) of a white solid. Starting materials: C(C)OC(CC=1C=C(C(=CC1)OC)C1=C(C=C(C=C1)F)CNCC)=O ((2′-ethylaminomethyl-4′-fluoro-6-methoxy-biphenyl-3-yl)-acetic acid ethyl ester), C1(CC1)C(=O)Cl (cyclopropanecarbonyl chloride). Yields the product C(C)OC(CC=1C=C(C(=CC1)OC)C1=C(C=C(C=C1)F)CN(CC)C(=O)C1CC1)=O ({2′-[(Cyclopropanecarbonyl-ethyl-amino)-methyl]-4′-fluoro-6-methoxy-biphenyl-3-yl}-acetic acid ethyl ester). RXN SMILES: [CH2:1]([O:3][C:4](=[O:25])[CH2:5][C:6]1[CH:7]=[C:8]([C:14]2[CH:19]=[CH:18][C:17]([F:20])=[CH:16][C:15]=2[CH2:21][NH:22][CH2:23][CH3:24])[C:9]([O:12][CH3:13])=[CH:10][CH:11]=1)[CH3:2].[CH:26]1([C:29](Cl)=[O:30])[CH2:28][CH2:27]1>>[CH2:1]([O:3][C:4](=[O:25])[CH2:5][C:6]1[CH:7]=[C:8]([C:14]2[CH:19]=[CH:18][C:17]([F:20])=[CH:16][C:15]=2[CH2:21][N:22]([C:29]([CH:26]2[CH2:28][CH2:27]2)=[O:30])[CH2:23][CH3:24])[C:9]([O:12][CH3:13])=[CH:10][CH:11]=1)[CH3:2]. Reported procedure: Prepared according to the procedure described in Example 1, Step 6, using the following starting materials: (2′-ethylaminomethyl-4′-fluoro-6-methoxy-biphenyl-3-yl)-acetic acid ethyl ester and cyclopropanecarbonyl chloride. Starting materials: C(C1=CC=CC=C1)NS(=O)(=O)C1=CC=C(C=C1)Br (N-benzyl-4-bromobenzenesulfonamide), bis-(pinacolato)-diboron, C(C)(=O)[O-].[K+] (potassium acetate), COC1=CC(=NC=C1)CCC1=NC=2C(=NC=C(C2)I)N1 (2-[2-(4-methoxypyridin-2-yl)ethyl]-6iodo-3H-imidazo[4,5-b]pyridine), COC1=CC(=NC=C1)CCC1=NC=2C(=NC=C(C2)I)N1 (2-[2-(4-methoxypyridin-2-yl)ethyl]-6iodo-3H-imidazo[4,5-b]pyridine), C([O-])([O-])=O.[K+].[K+] (potassium carbonate), [Cl-].[Li+] (lithium chloride). The reagents and catalysts are C1(=CC=CC=C1)P([C-]1C=CC=C1)C1=CC=CC=C1.[C-]1(C=CC=C1)P(C1=CC=CC=C1)C1=CC=CC=C1.[Fe+2] (1,1′-bis-(diphenylphosphino)-ferrocene), C1=CC=C(C=C1)P([C-]2C=CC=C2)C3=CC=CC=C3.C1=CC=C(C=C1)P([C-]2C=CC=C2)C3=CC=CC=C3.Cl[Pd]Cl.[Fe+2] ([1,1′-bis(diphenylphosphino)-ferrocene]palladium-dichloride), [Pd].C1(=CC=CC=C1)P(C1=CC=CC=C1)C1=CC=CC=C1.C1(=CC=CC=C1)P(C1=CC=CC=C1)C1=CC=CC=C1.C1(=CC=CC=C1)P(C1=CC=CC=C1)C1=CC=CC=C1.C1(=CC=CC=C1)P(C1=CC=CC=C1)C1=CC=CC=C1 (tetrakis(triphenylphosphine)-palladium(0)). Run in O (water), O1CCOCC1 (dioxane), O (water), O1CCOCC1 (dioxane). Run at temperature 90 celsius. Product: C(C1=CC=CC=C1)NS(=O)(=O)C1=CC=C(C=C1)C=1C=C2C(=NC1)NC(=N2)CCC2=NC=CC(=C2)OC (N-Benzyl-4-{2-[2-(4-methoxypyridin-2-yl)ethyl]-3H-imidazo-[4,5-b]pyridin-6-yl}benzenesulfonamid). The yield is 53.3%. Reaction SMILES: [CH2:1]([NH:8][S:9]([C:12]1[CH:17]=[CH:16][C:15](Br)=[CH:14][CH:13]=1)(=[O:11])=[O:10])[C:2]1[CH:7]=[CH:6][CH:5]=[CH:4][CH:3]=1.C([O-])(=O)C.[K+].[CH3:24][O:25][C:26]1[CH:31]=[CH:30][N:29]=[C:28]([CH2:32][CH2:33][C:34]2[NH:43][C:37]3=[N:38][CH:39]=[C:40](I)[CH:41]=[C:36]3[N:35]=2)[CH:27]=1.C(=O)([O-])[O-].[K+].[K+].[Cl-].[Li+]>O1CCOCC1.O.C1(P(C2C=CC=CC=2)[C-]2C=CC=C2)C=CC=CC=1.[C-]1(P(C2C=CC=CC=2)C2C=CC=CC=2)C=CC=C1.[Fe+2].C1C=CC(P(C2C=CC=CC=2)[C-]2C=CC=C2)=CC=1.C1C=CC(P(C2C=CC=CC=2)[C-]2C=CC=C2)=CC=1.Cl[Pd]Cl.[Fe+2].[Pd].C1(P(C2C=CC=CC=2)C2C=CC=CC=2)C=CC=CC=1.C1(P(C2C=CC=CC=2)C2C=CC=CC=2)C=CC=CC=1.C1(P(C2C=CC=CC=2)C2C=CC=CC=2)C=CC=CC=1.C1(P(C2C=CC=CC=2)C2C=CC=CC=2)C=CC=CC=1>[CH2:1]([NH:8][S:9]([C:12]1[CH:17]=[CH:16][C:15]([C:40]2[CH:41]=[C:36]3[N:35]=[C:34]([CH2:33][CH2:32][C:28]4[CH:27]=[C:26]([O:25][CH3:24])[CH:31]=[CH:30][N:29]=4)[NH:43][C:37]3=[N:38][CH:39]=2)=[CH:14][CH:13]=1)(=[O:11])=[O:10])[C:2]1[CH:7]=[CH:6][CH:5]=[CH:4][CH:3]=1 |f:1.2,4.5.6,7.8,11.12.13,14.15.16.17,18.19.20.21.22|. Procedure: A mixture of 0.49 g of N-benzyl-4-bromobenzenesulfonamide, 0.42 g of bis-(pinacolato)-diboron, 0.025 g of 1,1′-bis-(diphenylphosphino)-ferrocene, 0.033 g of [1,1′-bis(diphenylphosphino)-ferrocene]palladium-dichloride (complex with CH2Cl2), 0.442 g of potassium acetate in 6 ml of degassed dioxane are heated to 90° C. in a sealed tube under N2 for 6 hours. To the resulting mixture 5 ml of degassed dioxane, 0.371 g of 2-[2-(4-methoxypyridin-2-yl)ethyl]-6-iodo-3H-imidazo[4,5-b]pyridine (starting mat... Reactants: ClC=1C=C(C=CC1)C(CBr)Br (3-chloro-α,β-dibromoethylbenzene), [I-].[K+] (potassium iodide), O (water), II (iodine). The product is BrCC(O)C1=CC(=CC=C1)Cl (2-bromo-1-(3-chlorophenyl)ethanol). Reaction SMILES: [Cl:1][C:2]1[CH:3]=[C:4]([CH:8](Br)[CH2:9][Br:10])[CH:5]=[CH:6][CH:7]=1.[I-].[K+].II.[OH2:16]>>[Br:10][CH2:9][CH:8]([C:4]1[CH:5]=[CH:6][CH:7]=[C:2]([Cl:1])[CH:3]=1)[OH:16] |f:1.2|. Procedure details: To 996 g of 3-chloro-α,β-dibromoethylbenzene were added 10.8 g of potassium iodide and 3.5 l of water. The mixture was then heated under reflux for 49 hours while the released free iodine was being removed. After the termination of the reaction, the reaction solution was allowed to cool to room temperature. The oil phase separated was separated and then washed with water for neutralization to give 714 g of 2-bromo-1-(3-chlorophenyl)ethanol was obtained.